The task is: describe an organic reaction: reactants, conditions, products, and yield. This data is from the Open Reaction Database (ORD), a public repository of structured organic reaction records. The reactants are example 6 ( 20 ), ClC=1C=C2C(N(C(C2=CC1)=O)CC(C(=O)OCC)C1(OCCO1)C)=O (ethyl 3-(5-chloro-1,3-dioxo-1,3-dihydro-isoindol-2-yl)-2-(2-methyl-[1,3]dioxolan-2-yl)propionate), O.C1(=CC=C(C=C1)S(=O)(=O)O)C (p-toluenesulfonic acid monohydrate). Yields the product ClC=1C=C2C(N(C(C2=CC1)=O)CC(C(=O)OCC)C(C)=O)=O (Ethyl 2-(5-chloro-1,3-dioxo-1,3-dihydro-isoindol-2-ylmethyl)-3-oxo-butyrate). RXN SMILES: [Cl:1][C:2]1[CH:3]=[C:4]2[C:8](=[CH:9][CH:10]=1)[C:7](=[O:11])[N:6]([CH2:12][CH:13]([C:19]1([CH3:24])OCC[O:20]1)[C:14]([O:16][CH2:17][CH3:18])=[O:15])[C:5]2=[O:25].O.C1(C)C=CC(S(O)(=O)=O)=CC=1>>[Cl:1][C:2]1[CH:3]=[C:4]2[C:8](=[CH:9][CH:10]=1)[C:7](=[O:11])[N:6]([CH2:12][CH:13]([C:19](=[O:20])[CH3:24])[C:14]([O:16][CH2:17][CH3:18])=[O:15])[C:5]2=[O:25] |f:1.2|. Reported procedure: Ethyl 2-(5-chloro-1,3-dioxo-1,3-dihydro-isoindol-2-ylmethyl)-3-oxo-butyrate was prepared (171 mg, 34%) in the same manner as described in the above example 6 (20) from ethyl 3-(5-chloro-1,3-dioxo-1,3-dihydro-isoindol-2-yl)-2-(2-methyl-[1,3]dioxolan-2-yl)propionate (0.45 g, 1.22 mmol) and p-toluenesulfonic acid monohydrate (50 mg), and the obtained product was identified with the following NMR data. Reactants: FC(F)CBr, O=C([O-])[O-], CC1(C)CC(c2ccccc2N2CCNCC2)CC(C)(C)C1, CCOCC, CN(C)C=O, [I-], [K+], [K+], [Na+], [Na+], O=C([O-])O. Yields the product CC1(C)CC(c2ccccc2N2CCN(CC(F)F)CC2)CC(C)(C)C1. As a reaction SMILES: [Br:23][CH2:24][CH:25]([F:26])[F:27].[C:30](=[O:31])([O-:32])[O-:33].[CH3:1][C:2]1([CH3:22])[CH2:3][CH:4]([c:10]2[c:11]([N:16]3[CH2:17][CH2:18][NH:19][CH2:20][CH2:21]3)[cH:12][cH:13][cH:14][cH:15]2)[CH2:5][C:6]([CH3:8])([CH3:9])[CH2:7]1.[CH3:41][CH2:42][O:43][CH2:44][CH3:45].[CH3:46][N:47]([CH3:48])[CH:49]=[O:50].[I-:29].[K+:34].[K+:35].[Na+:28].[Na+:36].[OH:37][C:38](=[O:39])[O-:40]>>[CH3:1][C:2]1([CH3:22])[CH2:3][CH:4]([c:10]2[c:11]([N:16]3[CH2:17][CH2:18][N:19]([CH2:24][CH:25]([F:26])[F:27])[CH2:20][CH2:21]3)[cH:12][cH:13][cH:14][cH:15]2)[CH2:5][C:6]([CH3:8])([CH3:9])[CH2:7]1. The reactants are N#Cc1ccc(NCCCCCCCCCCCCCCCCBr)cc1, CC(C)C[Al+]CC(C)C, CO, Cc1ccccc1, [H-], O=S(=O)(O)O. Product: O=Cc1ccc(NCCCCCCCCCCCCCCCCBr)cc1. Reaction SMILES: [Br:11][CH2:12][CH2:13][CH2:14][CH2:15][CH2:16][CH2:17][CH2:18][CH2:19][CH2:20][CH2:21][CH2:22][CH2:23][CH2:24][CH2:25][CH2:26][CH2:27][NH:28][c:29]1[cH:30][cH:31][c:32]([C:33]#[N:34])[cH:35][cH:36]1.[CH2:2]([Al+:3][CH2:4][CH:5]([CH3:6])[CH3:7])[CH:8]([CH3:9])[CH3:10].[CH3:37][OH:38].[CH3:44][c:45]1[cH:46][cH:47][cH:48][cH:49][cH:50]1.[H-:1].[S:39]([OH:40])(=[O:41])(=[O:42])[OH:43]>>[Br:11][CH2:12][CH2:13][CH2:14][CH2:15][CH2:16][CH2:17][CH2:18][CH2:19][CH2:20][CH2:21][CH2:22][CH2:23][CH2:24][CH2:25][CH2:26][CH2:27][NH:28][c:29]1[cH:30][cH:31][c:32]([CH:33]=[O:40])[cH:35][cH:36]1. Reactants: C1COCCO1, CC1(C)OC(=O)c2ccccc2C1n1cncc1CO. Yields the product CC1(C)OC(=O)c2ccccc2C1n1cncc1C=O. As a reaction SMILES: [O:21]1[CH2:22][CH2:23][O:24][CH2:25][CH2:26]1.[OH:1][CH2:2][c:3]1[cH:4][n:5][cH:6][n:7]1[CH:8]1[C:9]([CH3:19])([CH3:20])[O:10][C:11](=[O:18])[c:12]2[cH:13][cH:14][cH:15][cH:16][c:17]21>>[O:1]=[CH:2][c:3]1[cH:4][n:5][cH:6][n:7]1[CH:8]1[C:9]([CH3:19])([CH3:20])[O:10][C:11](=[O:18])[c:12]2[cH:13][cH:14][cH:15][cH:16][c:17]21.